Task: describe an organic reaction: reactants, conditions, products, and yield. Dataset: the Open Reaction Database (ORD), a public repository of structured organic reaction records Starting materials: ClC=1C=CC(=C(C1)C1=CC(N(C=C1OC)C(C(=O)OC(C)(C)C)CC1COCCC1)=O)C#N (tert-butyl 2-[4-(5-chloro-2-cyanophenyl)-5-methoxy-2-oxopyridin-1(2H)-yl]-3-(tetrahydro-2H-pyran-3-yl)propanoate), C(=O)(C(F)(F)F)O (TFA). Yields the product ClC=1C=CC(=C(C1)C1=CC(N(C=C1OC)C(C(=O)O)CC1COCCC1)=O)C#N (2-[4-(5-Chloro-2-cyanophenyl)-5-methoxy-2-oxopyridin-1(2H)-yl]-3-(tetrahydro-2H-pyran-3-yl)propanoic acid). As a reaction SMILES: [Cl:1][C:2]1[CH:3]=[CH:4][C:5]([C:32]#[N:33])=[C:6]([C:8]2[C:13]([O:14][CH3:15])=[CH:12][N:11]([CH:16]([CH2:24][CH:25]3[CH2:30][CH2:29][CH2:28][O:27][CH2:26]3)[C:17]([O:19]C(C)(C)C)=[O:18])[C:10](=[O:31])[CH:9]=2)[CH:7]=1.C(O)(C(F)(F)F)=O>>[Cl:1][C:2]1[CH:3]=[CH:4][C:5]([C:32]#[N:33])=[C:6]([C:8]2[C:13]([O:14][CH3:15])=[CH:12][N:11]([CH:16]([CH2:24][CH:25]3[CH2:30][CH2:29][CH2:28][O:27][CH2:26]3)[C:17]([OH:19])=[O:18])[C:10](=[O:31])[CH:9]=2)[CH:7]=1. Procedure details: 451 mg (purity 82%, 0.78 mmol) of tert-butyl 2-[4-(5-chloro-2-cyanophenyl)-5-methoxy-2-oxopyridin-1(2H)-yl]-3-(tetrahydro-2H-pyran-3-yl)propanoate (mixture of racemic diastereomers) were hydrolysed with TFA according to General Method 6A. Yield: 440 mg (purity 82%, quant.) The reactants are C(C1=CC=CC=C1)OC1=CC=C(C(=O)OC(C(F)(F)F)CCCCCCCC)C=C1 (1,1,1-trifluoro-2-decyl 4-benzyloxybenzoate). The reagents and catalysts are [Pd] (Pd). The solvent is CO (methanol). The product is C(C1=CC=CC=C1)OC1=CC=C(C(=O)OC(C(F)(F)F)CCCCCC)C=C1 (1,1,1-trifluoro-2-octyl 4-benzyloxybenzoate). RXN SMILES: [CH2:1]([O:8][C:9]1[CH:30]=[CH:29][C:12]([C:13]([O:15][CH:16]([CH2:21][CH2:22][CH2:23][CH2:24][CH2:25][CH2:26]CC)[C:17]([F:20])([F:19])[F:18])=[O:14])=[CH:11][CH:10]=1)[C:2]1[CH:7]=[CH:6][CH:5]=[CH:4][CH:3]=1>CO.[Pd]>[CH2:1]([O:8][C:9]1[CH:30]=[CH:29][C:12]([C:13]([O:15][CH:16]([CH2:21][CH2:22][CH2:23][CH2:24][CH2:25][CH3:26])[C:17]([F:18])([F:20])[F:19])=[O:14])=[CH:11][CH:10]=1)[C:2]1[CH:3]=[CH:4][CH:5]=[CH:6][CH:7]=1. Procedure details: To a solution of the compound obtained in (1) above in methanol (100 ml) was added 10% Pd carried on carbon (0.4 g). The mixture was hydrogenated under a hydrogen atmosphere to obtain the titled compound (2.8 g). Starting materials: B, COc1ccc(Br)c(C(=O)O)c1, C1CCOC1. The product is COc1ccc(Br)c(CO)c1. Reaction SMILES: [BH3:13].[Br:1][c:2]1[c:3]([C:4](=[O:5])[OH:6])[cH:7][c:8]([O:11][CH3:12])[cH:9][cH:10]1.[CH2:14]1[O:15][CH2:16][CH2:17][CH2:18]1>>[Br:1][c:2]1[c:3]([CH2:4][OH:5])[cH:7][c:8]([O:11][CH3:12])[cH:9][cH:10]1. Reactants: COc1cccc(S(=O)(=O)N2CC(C(=O)O)N(c3ccccc3)C2=O)c1, Cc1cccnc1N1CCNCC1. The product is COc1cccc(S(=O)(=O)N2CC(C(=O)N3CCN(c4ncccc4C)CC3)N(c3ccccc3)C2=O)c1. RXN SMILES: [CH3:1][O:2][c:3]1[cH:4][c:5]([S:9](=[O:10])(=[O:11])[N:12]2[C:13](=[O:26])[N:14]([c:20]3[cH:21][cH:22][cH:23][cH:24][cH:25]3)[CH:15]([C:17](=[O:18])[OH:19])[CH2:16]2)[cH:6][cH:7][cH:8]1.[CH3:27][c:28]1[c:29]([N:34]2[CH2:35][CH2:36][NH:37][CH2:38][CH2:39]2)[n:30][cH:31][cH:32][cH:33]1>>[CH3:1][O:2][c:3]1[cH:4][c:5]([S:9](=[O:10])(=[O:11])[N:12]2[C:13](=[O:26])[N:14]([c:20]3[cH:21][cH:22][cH:23][cH:24][cH:25]3)[CH:15]([C:17](=[O:19])[N:37]3[CH2:36][CH2:35][N:34]([c:29]4[c:28]([CH3:27])[cH:33][cH:32][cH:31][n:30]4)[CH2:39][CH2:38]3)[CH2:16]2)[cH:6][cH:7][cH:8]1.